From a dataset of the Open Reaction Database (ORD), a public repository of structured organic reaction records. describe an organic reaction: reactants, conditions, products, and yield The reactants are ClC=1C=C(C=CC1F)NC1=NC=NC2=CC(=C(C=C12)[N+](=O)[O-])OCC1CCOCC1 (4-[(3-chloro-4-fluorophenyl)amino]-6-nitro-7-[(tetrahydropyran-4-yl)methoxy]quinazoline), [H][H] (hydrogen). Reagents/catalysts: [Pt](=O)=O (platinum dioxide). Solvent: O1CCCC1 (tetrahydrofuran). Product: NC=1C=C2C(=NC=NC2=CC1OCC1CCOCC1)NC1=CC(=C(C=C1)F)Cl (6-Amino-4-[(3-chloro-4-fluorophenyl)amino]-7-[(tetrahydropyran-4-yl)methoxy]quinazoline). Reaction SMILES: [Cl:1][C:2]1[CH:3]=[C:4]([NH:9][C:10]2[C:19]3[C:14](=[CH:15][C:16]([O:23][CH2:24][CH:25]4[CH2:30][CH2:29][O:28][CH2:27][CH2:26]4)=[C:17]([N+:20]([O-])=O)[CH:18]=3)[N:13]=[CH:12][N:11]=2)[CH:5]=[CH:6][C:7]=1[F:8].[H][H]>O1CCCC1.[Pt](=O)=O>[NH2:20][C:17]1[CH:18]=[C:19]2[C:14](=[CH:15][C:16]=1[O:23][CH2:24][CH:25]1[CH2:30][CH2:29][O:28][CH2:27][CH2:26]1)[N:13]=[CH:12][N:11]=[C:10]2[NH:9][C:4]1[CH:5]=[CH:6][C:7]([F:8])=[C:2]([Cl:1])[CH:3]=1. Reported procedure: 22.80 g of 4-[(3-chloro-4-fluorophenyl)amino]-6-nitro-7-[(tetrahydropyran-4-yl)methoxy]quinazoline are hydrogenated in 300 ml of tetrahydrofuran in the presence of 3.50 g of platinum dioxide at ambient temperature until the calculated amount of hydrogen has been taken up. The catalyst is filtered off and the filtrate is evaporated to dryness using the rotary evaporator. The residue is stirred with diethylether, suction filtered, washed with diethylether and dried at ambient temperature. Yield: 1... The reactants are COc1cc(Br)c(N=C=O)cc1OC, C1CCOC1, [Li]CCCC, O=C1C=CNC(c2ccc(F)cc2)C1. The product is COc1cc(Br)c(NC(=O)N2C=CC(=O)CC2c2ccc(F)cc2)cc1OC. RXN SMILES: [Br:20][c:21]1[c:22]([N:31]=[C:32]=[O:33])[cH:23][c:24]([O:29][CH3:30])[c:25]([O:27][CH3:28])[cH:26]1.[CH2:34]1[O:35][CH2:36][CH2:37][CH2:38]1.[CH3:15][CH2:16][CH2:17][CH2:18][Li:19].[F:1][c:2]1[cH:3][cH:4][c:5]([CH:8]2[NH:9][CH:10]=[CH:11][C:12](=[O:14])[CH2:13]2)[cH:6][cH:7]1>>[F:1][c:2]1[cH:3][cH:4][c:5]([CH:8]2[N:9]([C:32]([NH:31][c:22]3[c:21]([Br:20])[cH:26][c:25]([O:27][CH3:28])[c:24]([O:29][CH3:30])[cH:23]3)=[O:33])[CH:10]=[CH:11][C:12](=[O:14])[CH2:13]2)[cH:6][cH:7]1. Reactants: CC1CNCCN1, CC#N, FC(F)(F)c1cccc(C(Cl)c2ccccc2)c1. Yields the product CC1CN(C(c2ccccc2)c2cccc(C(F)(F)F)c2)CCN1. Reaction SMILES: [CH3:1][CH:2]1[NH:3][CH2:4][CH2:5][NH:6][CH2:7]1.[CH3:26][C:27]#[N:28].[Cl:8][CH:9]([c:10]1[cH:11][c:12]([C:16]([F:17])([F:18])[F:19])[cH:13][cH:14][cH:15]1)[c:20]1[cH:21][cH:22][cH:23][cH:24][cH:25]1>>[CH3:1][CH:2]1[NH:3][CH2:4][CH2:5][N:6]([CH:9]([c:10]2[cH:11][c:12]([C:16]([F:17])([F:18])[F:19])[cH:13][cH:14][cH:15]2)[c:20]2[cH:21][cH:22][cH:23][cH:24][cH:25]2)[CH2:7]1. Reactants: CC=1C(=C(C(=O)O)C=CC1C)[N+](=O)[O-] (3,4-dimethyl-2-nitrobenzoic acid), S(=O)(Cl)Cl (thionyl chloride), CO (methanol). The solvent is C1(=CC=CC=C1)C (toluene). Conditions: temperature 0 celsius. Yields the product CC=1C(=C(C(=O)OC)C=CC1C)[N+](=O)[O-] (methyl 3,4-dimethyl-2-nitrobenzoate). Reaction SMILES: [CH3:1][C:2]1[C:3]([N+:12]([O-:14])=[O:13])=[C:4]([CH:8]=[CH:9][C:10]=1[CH3:11])[C:5]([OH:7])=[O:6].S(Cl)(Cl)=O.[CH3:19]O>C1(C)C=CC=CC=1>[CH3:1][C:2]1[C:3]([N+:12]([O-:14])=[O:13])=[C:4]([CH:8]=[CH:9][C:10]=1[CH3:11])[C:5]([O:7][CH3:19])=[O:6]. Procedure: A solution of 3,4-dimethyl-2-nitrobenzoic acid (13 g) and thionyl chloride (11.8 g) in toluene (100 ml) was refluxed for 4 h. The reaction mixture was cooled at 0° C., treated with methanol (15 ml) and the solvent was removed under vacuum. The reaction mixture was treated water (50 ml) and extracted with ethyl acetate (3×50 ml). The combined organic layers were dried over sodium sulfate and concentrated to give methyl 3,4-dimethyl-2-nitrobenzoate (10 g). 1H-NMR (400 MHz, CDCl3): 2.19 (s, 3H), 2....